This data is from the Open Reaction Database (ORD), a public repository of structured organic reaction records. The task is: describe an organic reaction: reactants, conditions, products, and yield Reactants: C(C)OC(C(C)(C)SC(C)=O)=O (2-acetylsulfanyl-2-methyl-propionic acid ethyl ester), C[O-].[Na+] (sodium methoxide), CC1=CC=C(C=C1)S(=O)(=O)OC[C@@H]1OCCOC1 ((2R)-1,4-dioxan-2-ylmethyl 4-methylbenzene-1-sulfonate). Run in C(C)O (ethanol). Conditions: temperature 130 celsius. Product: O1[C@H](COCC1)CSC(C(=O)OCC)(C)C (ethyl 2-{[(2R)-1,4-dioxan-2-ylmethyl]sulfanyl}-2-methylpropanoate). Isolated yield 48.2%. Reaction SMILES: [CH2:1]([O:3][C:4](=[O:12])[C:5]([S:8][C:9](=O)[CH3:10])([CH3:7])[CH3:6])[CH3:2].C[O-].[Na+].CC1C=CC(S([O:26][CH2:27][C@H:28]2COC[CH2:30][O:29]2)(=O)=O)=CC=1>C(O)C>[O:26]1[CH2:27][CH2:28][O:29][CH2:30][C@@H:10]1[CH2:9][S:8][C:5]([CH3:7])([CH3:6])[C:4]([O:3][CH2:1][CH3:2])=[O:12] |f:1.2|. Procedure details: To a solution of 0.27 g (1.42 mmol) of 2-acetylsulfanyl-2-methyl-propionic acid ethyl ester in ethanol (4 mL, degassed) are added 0.31 g (5.7 mmol) of sodium methoxide, followed by 0.39 g (1.42 mmol) of (2R)-1,4-dioxan-2-ylmethyl 4-methylbenzene-1-sulfonate (prepared according to WO2008/119663, F. Hoffmann-La Roche AG) under nitrogen atmosphere. The reaction is heated in a microwave to 130° C. for 0.5 h. The solvent is removed under reduced pressure. The residue is dissolved in DCM (10 mL) and w... Yields the product O1CCC(=CC1)C1=CC2=C(C=N1)OC1=CC=C(C=C1[C@]21N=C(OC1)N)C=1C(=NC=CC1C)F ((S)-3-(3,6-dihydro-2H-pyran-4-yl)-7-(2-fluoro-4-methylpyridin-3-yl)-5′H-spiro[chromeno[2,3-c]pyridine-5,4′-oxazol]-2′-amine). Reaction SMILES: Br[C:2]1[CH:3]=[C:4]2[C@@:15]3([CH2:19][O:18][C:17]([NH2:20])=[N:16]3)[C:14]3[CH:13]=[C:12](Cl)[N:11]=[CH:10][C:9]=3[O:8][C:5]2=[CH:6][CH:7]=1.[F:22][C:23]1[C:28](B(O)O)=[C:27]([CH3:32])[CH:26]=[CH:25][N:24]=1.[O:33]1[CH2:38][CH:37]=[C:36](B2OC(C)(C)C(C)(C)O2)[CH2:35][CH2:34]1>>[O:33]1[CH2:34][CH:35]=[C:36]([C:12]2[N:11]=[CH:10][C:9]3[O:8][C:5]4[C:4]([C@@:15]5([CH2:19][O:18][C:17]([NH2:20])=[N:16]5)[C:14]=3[CH:13]=2)=[CH:3][C:2]([C:28]2[C:23]([F:22])=[N:24][CH:25]=[CH:26][C:27]=2[CH3:32])=[CH:7][CH:6]=4)[CH2:37][CH2:38]1. Procedure: The titled compound was synthesized by steps analogous to those described in method AA1 above, but using (S)-7-bromo-3-chloro-5′H-spiro[chromeno[2,3-c]pyridine-5,4′-oxazol]-2′-amine (prepared as described in Method BB41), 2-fluoro-4-methylpyridin-3-ylboronic acid and 2-(3,6-dihydro-2H-pyran-4-yl)-4,4,5,5-tetramethyl-1,3,2-dioxaborolane. The reactants are BrC=1C=C2C(=CC1)OC=1C=NC(=CC1[C@@]21N=C(OC1)N)Cl ((S)-7-bromo-3-chloro-5′H-spiro[chromeno[2,3-c]pyridine-5,4′-oxazol]-2′-amine), FC1=NC=CC(=C1B(O)O)C (2-fluoro-4-methylpyridin-3-ylboronic acid), O1CCC(=CC1)B1OC(C(O1)(C)C)(C)C (2-(3,6-dihydro-2H-pyran-4-yl)-4,4,5,5-tetramethyl-1,3,2-dioxaborolane). Reactants: [BH3-]C#N, Cc1ccc(N)cc1Cl, CO, O=CC1CCCCC1, [Na+]. Yields the product Cc1ccc(NCC2CCCCC2)cc1Cl. RXN SMILES: [C:18]([BH3-:19])#[N:20].[CH3:1][c:2]1[cH:3][cH:4][c:5]([NH2:6])[cH:7][c:8]1[Cl:9].[CH3:22][OH:23].[CH:10]1([CH:16]=[O:17])[CH2:11][CH2:12][CH2:13][CH2:14][CH2:15]1.[Na+:21]>>[CH3:1][c:2]1[cH:3][cH:4][c:5]([NH:6][CH2:16][CH:10]2[CH2:11][CH2:12][CH2:13][CH2:14][CH2:15]2)[cH:7][c:8]1[Cl:9]. Reactants: C1COCCN1, CC(C)=O, Clc1nc(Cl)nc(Cl)n1. The product is Clc1nc(Cl)nc(N2CCOCC2)n1. Reaction SMILES: [CH2:10]1[CH2:11][O:12][CH2:13][CH2:14][NH:15]1.[CH3:16][C:17](=[O:18])[CH3:19].[Cl:1][c:2]1[n:3][c:4]([Cl:5])[n:6][c:7]([Cl:8])[n:9]1>>[c:2]1([N:15]2[CH2:10][CH2:11][O:12][CH2:13][CH2:14]2)[n:3][c:4]([Cl:5])[n:6][c:7]([Cl:8])[n:9]1.